Dataset: the Open Reaction Database (ORD), a public repository of structured organic reaction records. Task: describe an organic reaction: reactants, conditions, products, and yield Starting materials: C(C1=CC=CC=C1)(=O)C=1NC=CC1 (2-benzoylpyrrole), C(CC(=O)OCC)(=O)OCC (diethyl malonate), C(C)(=O)[O-].[Na+] (sodium acetate). Reagents/catalysts: O.O.C(C)(=O)[O-].[Mn+3].C(C)(=O)[O-].C(C)(=O)[O-] (manganese(III) acetate dihydrate). The solvent is C(C)(=O)O (acetic acid), C(C)OCC (diethyl ether). Run at temperature 70 celsius. The product is C(C1=CC=CC=C1)(=O)C1=CC=C(N1)CC(=O)OC(C(=O)OCC)C(=O)OCC (diethyl (5-benzoylpyrrol-2-yl)acetoxy-methanedicarboxylate). Yield: 51.6%. As a reaction SMILES: [C:1]([C:9]1[NH:10][CH:11]=[CH:12][CH:13]=1)(=[O:8])[C:2]1[CH:7]=[CH:6][CH:5]=[CH:4][CH:3]=1.[C:14]([O:22][CH2:23][CH3:24])(=[O:21])[CH2:15][C:16]([O:18][CH2:19][CH3:20])=[O:17].[C:25]([O-:28])(=[O:27])[CH3:26].[Na+]>C(O)(=O)C.C(OCC)C.O.O.C([O-])(=O)C.[Mn+3].C([O-])(=O)C.C([O-])(=O)C>[C:1]([C:9]1[NH:10][C:11]([CH2:26][C:25]([O:28][CH:15]([C:16]([O:18][CH2:19][CH3:20])=[O:17])[C:14]([O:22][CH2:23][CH3:24])=[O:21])=[O:27])=[CH:12][CH:13]=1)(=[O:8])[C:2]1[CH:3]=[CH:4][CH:5]=[CH:6][CH:7]=1 |f:2.3,6.7.8.9.10.11|. Procedure details: A mixture of 2-benzoylpyrrole (855 mg, 5 mmol), diethyl malonate (800 mg, 5 mmol), manganese(III) acetate dihydrate (4560 mg, 15 mmol) and sodium acetate (820 mg, 10 mmol) in acetic acid (30 mL) was stirred at 70° C. under a nitrogen atmosphere. The reaction mixture was diluted with diethyl ether and filtered. The filtrate was washed with 10% aqueous sodium hydroxide and saturated aqueous sodium chloride, dried (Na2SO4), and concentrated under reduced pressure. The residue was purified by column... Reactants: COc1ccc(CN(Cc2ccc(OC)cc2)c2nc(C)nc(-c3cc(-c4ccc(OC)nc4)cnc3Nc3ccc(OC)nc3)n2)cc1, O=C(O)C(F)(F)F. Product: COc1ccc(Nc2ncc(-c3ccc(OC)nc3)cc2-c2nc(C)nc(N)n2)cn1. RXN SMILES: [CH3:1][O:2][c:3]1[cH:4][cH:5][c:6]([CH2:7][N:8]([c:9]2[n:10][c:11](-[c:16]3[cH:17][c:18](-[c:31]4[cH:32][n:33][c:34]([O:37][CH3:38])[cH:35][cH:36]4)[cH:19][n:20][c:21]3[NH:22][c:23]3[cH:24][n:25][c:26]([O:29][CH3:30])[cH:27][cH:28]3)[n:12][c:13]([CH3:15])[n:14]2)[CH2:39][c:40]2[cH:41][cH:42][c:43]([O:44][CH3:45])[cH:46][cH:47]2)[cH:48][cH:49]1.[F:50][C:51]([F:52])([F:53])[C:54]([OH:55])=[O:56]>>[NH2:8][c:9]1[n:10][c:11](-[c:16]2[cH:17][c:18](-[c:31]3[cH:32][n:33][c:34]([O:37][CH3:38])[cH:35][cH:36]3)[cH:19][n:20][c:21]2[NH:22][c:23]2[cH:24][n:25][c:26]([O:29][CH3:30])[cH:27][cH:28]2)[n:12][c:13]([CH3:15])[n:14]1. As a reaction SMILES: [Cl:1][C:2]1[C:7]([NH:8][C:9](=[O:18])[C:10]2[CH:15]=[CH:14][C:13]([F:16])=[CH:12][C:11]=2[F:17])=[CH:6][C:5](B2OC(C)(C)C(C)(C)O2)=[CH:4][N:3]=1.Cl[C:29]1[CH:30]=[CH:31][C:32]2[N:33]=[CH:34][N:35]=[C:36]([O:39][CH:40]3[CH2:45][CH2:44][O:43][CH2:42][CH2:41]3)[C:37]=2[N:38]=1.C(=O)(O)[O-].[Na+]>O1CCOCC1.C1C=CC(P(C2C=CC=CC=2)[C-]2C=CC=C2)=CC=1.C1C=CC(P(C2C=CC=CC=2)[C-]2C=CC=C2)=CC=1.Cl[Pd]Cl.[Fe+2].C(Cl)Cl>[Cl:1][C:2]1[C:7]([NH:8][C:9](=[O:18])[C:10]2[CH:15]=[CH:14][C:13]([F:16])=[CH:12][C:11]=2[F:17])=[CH:6][C:5]([C:29]2[CH:30]=[CH:31][C:32]3[N:33]=[CH:34][N:35]=[C:36]([O:39][CH:40]4[CH2:45][CH2:44][O:43][CH2:42][CH2:41]4)[C:37]=3[N:38]=2)=[CH:4][N:3]=1 |f:2.3,5.6.7.8.9|. The reactants are ClC1=NC=C(C=C1NC(C1=C(C=C(C=C1)F)F)=O)B1OC(C(O1)(C)C)(C)C (N-(2-chloro-5-(4,4,5,5-tetramethyl-1,3,2-dioxaborolan-2-yl)pyridin-3-yl)-2,4-difluorobenzamide), ClC1=NC=C(C=C1NC(C1=C(C=C(C=C1)F)F)=O)B1OC(C(O1)(C)C)(C)C (N-(2-chloro-5-(4,4,5,5-tetramethyl-1,3,2-dioxaborolan-2-yl)pyridin-3-yl)-2,4-difluorobenzamide), ClC=1C=CC=2N=CN=C(C2N1)OC1CCOCC1 (6-chloro-4-(tetrahydro-2H-pyran-4-yloxy)pyrido[3,2-d]pyrimidine), ClC=1C=CC=2N=CN=C(C2N1)OC1CCOCC1 (6-chloro-4-(tetrahydro-2H-pyran-4-yloxy)pyrido[3,2-d]pyrimidine), C([O-])(O)=O.[Na+] (sodium bicarbonate). Reagents/catalysts: C1=CC=C(C=C1)P([C-]2C=CC=C2)C3=CC=CC=C3.C1=CC=C(C=C1)P([C-]2C=CC=C2)C3=CC=CC=C3.Cl[Pd]Cl.[Fe+2].C(Cl)Cl (PdCl2(dppf) CH2Cl2). Reported procedure: A mixture of N-(2-chloro-5-(4,4,5,5-tetramethyl-1,3,2-dioxaborolan-2-yl)pyridin-3-yl)-2,4-difluorobenzamide (Intermediate 14) (0.100 g, 0.253 mmol), 6-chloro-4-(tetrahydro-2H-pyran-4-yloxy)pyrido[3,2-d]pyrimidine (Intermediate 1) (0.074 g, 0.279 mmol), 1N aq. sodium bicarbonate (0.043 g, 0.507 mmol) and PdCl2(dppf)-CH2Cl2 (0.021 g, 0.025 mmol) in dioxane (1.26 ml) was subjected to microwave irradiation for 1 hour at 110° C., and cooled to room temperature. The reaction mixture was filtered throu... Yields the product ClC1=NC=C(C=C1NC(C1=C(C=C(C=C1)F)F)=O)C=1C=CC=2N=CN=C(C2N1)OC1CCOCC1 (N-(2-chloro-5-(4-(tetrahydro-2H-pyran-4-yloxy)pyrido[3,2-d]pyrimidin-6-yl)pyridin-3-yl)-2,4-difluorobenzamide). The yield is 15.9%. Solvent: O1CCOCC1 (dioxane). Reactants: C1(CC1)C=1C(=CC(=NC1)C(=O)NC(C(=O)O)(C)C1=NOC(=N1)C)OCC(F)(F)F (2-[[5-cyclopropyl-4-(2,2,2-trifluoroethoxy)pyridine-2-carbonyl]amino]-2-(5-methyl-1,2,4-oxadiazol-3-yl)propanoic acid), N1CCC1 (azetidine). The product is N1(CCC1)C(C(C)(C1=NOC(=N1)C)NC(=O)C1=NC=C(C(=C1)OCC(F)(F)F)C1CC1)=O (N-[1-(azetidin-1-yl)-2-(5-methyl-1,2,4-oxadiazol-3-yl)-1-oxopropan-2-yl]-5-cyclopropyl-4-(2,2,2-trifluoroethoxy)pyridine-2-carboxamide). As a reaction SMILES: [CH:1]1([C:4]2[C:5]([O:24][CH2:25][C:26]([F:29])([F:28])[F:27])=[CH:6][C:7]([C:10]([NH:12][C:13]([C:18]3[N:22]=[C:21]([CH3:23])[O:20][N:19]=3)([CH3:17])[C:14](O)=[O:15])=[O:11])=[N:8][CH:9]=2)[CH2:3][CH2:2]1.[NH:30]1[CH2:33][CH2:32][CH2:31]1>>[N:30]1([C:14](=[O:15])[C:13]([NH:12][C:10]([C:7]2[CH:6]=[C:5]([O:24][CH2:25][C:26]([F:27])([F:28])[F:29])[C:4]([CH:1]3[CH2:2][CH2:3]3)=[CH:9][N:8]=2)=[O:11])([C:18]2[N:22]=[C:21]([CH3:23])[O:20][N:19]=2)[CH3:17])[CH2:33][CH2:32][CH2:31]1. Reported procedure: The title compound was synthesized in analogy to Example 112e, using 2-[[5-cyclopropyl-4-(2,2,2-trifluoroethoxy)pyridine-2-carbonyl]amino]-2-(5-methyl-1,2,4-oxadiazol-3-yl)propanoic acid (example 147c) and azetidine (CAN 503-29-7) as starting materials and isolated (23 mg, 51%); MS (ESI, m/z): 454.5 (M+H+).